From a dataset of the Open Reaction Database (ORD), a public repository of structured organic reaction records. describe an organic reaction: reactants, conditions, products, and yield Starting materials: C=O (formaldehyde), C(#N)[BH3-].[Na+] (sodium cyanoborohydride), O[C@@H]1C[C@H](NC1)C(=O)OC (Methyl (2S,4R)-4-hydroxypyrrolidine-2-carboxylate). Run in CO (methanol). Conditions: time 0.5 hour. The product is O[C@@H]1C[C@H](N(C1)C)C(=O)OC (methyl (2S,4R)-4-hydroxy-1-methyl-pyrrolidine-2-carboxylate). Reaction SMILES: [OH:1][C@H:2]1[CH2:6][NH:5][C@H:4]([C:7]([O:9][CH3:10])=[O:8])[CH2:3]1.C=O.[C:13]([BH3-])#N.[Na+]>CO>[OH:1][C@H:2]1[CH2:6][N:5]([CH3:13])[C@H:4]([C:7]([O:9][CH3:10])=[O:8])[CH2:3]1 |f:2.3|. Reported procedure: Methyl (2S,4R)-4-hydroxypyrrolidine-2-carboxylate 3a (5.53 g, 38 mmol) was dissolved in 80 mL of methanol in an ice-water bath, followed by addition of 40% formaldehyde solution (31 mL, 380 mmol) and sodium cyanoborohydride (12 g, 190 mmol) in batches. The reaction mixture was stirred for 0.5 hours, then warmed up to room temperature and stirred for 3 hours. The mixture was quenched with 40 mL of water, concentrated under reduced pressure and extracted with dichloromethane (80 mL×3). The combine... Product: COc1ccc2c(c1)oc(=O)n2CCCBr. As a reaction SMILES: [Br:13][CH2:14][CH2:15][CH2:16][OH:17].[CH2:49]1[O:50][CH2:51][CH2:52][CH2:53]1.[CH3:1][O:2][c:3]1[cH:4][c:5]2[c:6]([nH:7][c:8](=[O:10])[o:9]2)[cH:11][cH:12]1.[O:18]=[C:19]([O:20][CH2:21][CH3:22])[N:23]=[N:24][C:25]([O:26][CH2:27][CH3:28])=[O:29].[c:30]1([P:31]([c:32]2[cH:33][cH:34][cH:35][cH:36][cH:37]2)[c:38]2[cH:39][cH:40][cH:41][cH:42][cH:43]2)[cH:44][cH:45][cH:46][cH:47][cH:48]1>>[CH3:1][O:2][c:3]1[cH:4][c:5]2[c:6]([n:7]([CH2:16][CH2:15][CH2:14][Br:13])[c:8](=[O:10])[o:9]2)[cH:11][cH:12]1. Reactants: OCCCBr, C1CCOC1, COc1ccc2[nH]c(=O)oc2c1, CCOC(=O)N=NC(=O)OCC, c1ccc(P(c2ccccc2)c2ccccc2)cc1. Starting materials: O (Water), C(#N)[C@H](CC1=CC=C(C=C1)C1=CC(=CC=C1)C#N)NC(=O)C1(CCOCC1)NC(OC(C)(C)C)=O ((S)-tert-Butyl 4-(1-cyano-2-(3′-cyanobiphenyl-4-yl)ethylcarbamoyl)tetrahydro-2H-pyran-4-ylcarbamate), N (ammonia). Run in C(=O)O (formic acid). Run at temperature 36 celsius, time 8 hour. Yields the product NC1(CCOCC1)C(=O)N[C@@H](CC1=CC=C(C=C1)C1=CC(=CC=C1)C#N)C#N ((S)-4-Amino-N-(1-cyano-2-(3′-cyanobiphenyl-4-yl)ethyl)tetrahydro-2H-pyran-4-carboxamide). The yield is 40.0%. Reaction SMILES: [C:1]([C@@H:3]([NH:19][C:20]([C:22]1([NH:28]C(=O)OC(C)(C)C)[CH2:27][CH2:26][O:25][CH2:24][CH2:23]1)=[O:21])[CH2:4][C:5]1[CH:10]=[CH:9][C:8]([C:11]2[CH:16]=[CH:15][CH:14]=[C:13]([C:17]#[N:18])[CH:12]=2)=[CH:7][CH:6]=1)#[N:2].O.N>C(O)=O>[NH2:28][C:22]1([C:20]([NH:19][C@H:3]([C:1]#[N:2])[CH2:4][C:5]2[CH:6]=[CH:7][C:8]([C:11]3[CH:16]=[CH:15][CH:14]=[C:13]([C:17]#[N:18])[CH:12]=3)=[CH:9][CH:10]=2)=[O:21])[CH2:23][CH2:24][O:25][CH2:26][CH2:27]1. Procedure: (S)-tert-butyl 4-(1-cyano-2-(3′-cyanobiphenyl-4-yl)ethylcarbamoyl)tetrahydro-2H-pyran-4-ylcarbamate (Example 8, step (ii), 282 mg) in formic acid (1.5 mL) was stirred at room temperature for 5 h, warmed at 36° C. for 30 mins then stirred at room temperature overnight. Water was added and the cooled solution was made basic with 0.880 ammonia and then extracted (×3) with dichloromethane. The combined organic extracts were dried over magnesium sulphate, filtered and the solvent was evaporated to yi... The reactants are BrC=1C=CC2=C(N(C=N2)C2=NC=CC(=N2)N)C1 (2-(6-bromo-1,3-benzodiazol-1-yl)pyrimidin-4-amine), N1CCCCC1 (piperidine), S1C(=NC=C1)C(C)(C#C)O (2-(1,3-thiazol-2-yl)but-3-yn-2-ol). Reagents/catalysts: C=1C=CC(=CC1)[P](C=2C=CC=CC2)(C=3C=CC=CC3)[Pd]([P](C=4C=CC=CC4)(C=5C=CC=CC5)C=6C=CC=CC6)([P](C=7C=CC=CC7)(C=8C=CC=CC8)C=9C=CC=CC9)[P](C=1C=CC=CC1)(C=1C=CC=CC1)C=1C=CC=CC1 (tetrakis(triphenylphosphine)palladium), [Cu]I (copper(I) iodide). Conditions: temperature 75 celsius, time 18 hour. Yields the product NC1=NC(=NC=C1)N1C=NC2=C1C=C(C=C2)C#CC(C)(O)C=2SC=CN2 (4-[1-(4-aminopyrimidin-2-yl)-1H-1,3-benzodiazol-6-yl]-2-(1,3-thiazol-2-yl)but-3-yn-2-ol). The yield is 11.5%. RXN SMILES: Br[C:2]1[CH:3]=[CH:4][C:5]2[N:9]=[CH:8][N:7]([C:10]3[N:15]=[C:14]([NH2:16])[CH:13]=[CH:12][N:11]=3)[C:6]=2[CH:17]=1.N1CCCCC1.[S:24]1[CH:28]=[CH:27][N:26]=[C:25]1[C:29]([OH:33])([C:31]#[CH:32])[CH3:30]>C1C=CC([P]([Pd]([P](C2C=CC=CC=2)(C2C=CC=CC=2)C2C=CC=CC=2)([P](C2C=CC=CC=2)(C2C=CC=CC=2)C2C=CC=CC=2)[P](C2C=CC=CC=2)(C2C=CC=CC=2)C2C=CC=CC=2)(C2C=CC=CC=2)C2C=CC=CC=2)=CC=1.[Cu]I>[NH2:16][C:14]1[CH:13]=[CH:12][N:11]=[C:10]([N:7]2[C:6]3[CH:17]=[C:2]([C:32]#[C:31][C:29]([C:25]4[S:24][CH:28]=[CH:27][N:26]=4)([OH:33])[CH3:30])[CH:3]=[CH:4][C:5]=3[N:9]=[CH:8]2)[N:15]=1 |^1:37,39,58,77|. Procedure details: To a pressure tube was added 2-(6-bromo-1,3-benzodiazol-1-yl)pyrimidin-4-amine (300 mg, 1.03 mmol), piperidine (2 mL), tetrakis(triphenylphosphine)palladium (119.5 mg, 0.10 mmol), copper(I) iodide (19.7 mg, 0.10 mmol) and 2-(1,3-thiazol-2-yl)but-3-yn-2-ol (316.84 mg, 2.07 mmol). The reaction was stirred at 75° C. for 18 h. The reaction mixture was cooled before concentrating in vacuo. The crude product was purified by column chromatography (Biotage) eluted with DCM: methanol gradient (97:3 to 90... Starting materials: Cn1ncc(N)n1, CCOC(=O)c1cc(OC2CN(S(C)(=O)=O)C2)c2cc(C)oc2c1, ClCCl. The product is Cc1cc2c(OC3CN(S(C)(=O)=O)C3)cc(C(=O)Nc3cnn(C)n3)cc2o1. RXN SMILES: [CH3:1][n:2]1[n:3][cH:4][c:5]([NH2:7])[n:6]1.[CH3:8][c:9]1[o:10][c:11]2[c:12]([cH:13]1)[c:14]([O:23][CH:24]1[CH2:25][N:26]([S:28](=[O:29])(=[O:30])[CH3:31])[CH2:27]1)[cH:15][c:16]([C:18](=[O:19])[O:20][CH2:21][CH3:22])[cH:17]2.[Cl:32][CH2:33][Cl:34]>>[CH3:1][n:2]1[n:3][cH:4][c:5]([NH:7][C:18]([c:16]2[cH:15][c:14]([O:23][CH:24]3[CH2:25][N:26]([S:28](=[O:29])(=[O:30])[CH3:31])[CH2:27]3)[c:12]3[c:11]([o:10][c:9]([CH3:8])[cH:13]3)[cH:17]2)=[O:19])[n:6]1. Reactants: [H-].[Na+] (Sodium hydride), compound, S1C(=NC2=C1C=CC=C2)CN2N=C(C(=C(C2=O)C(=O)OCC)O)C(C)C (Ethyl 2-(1,3-benzothiazol-2-ylmethyl)-5-hydroxy-6-(1-methylethyl)-3-oxo-2,3-dihydro-4-pyridazinecarboxylate), BrCC=1SC2=C(N1)C=CC=C2 (2-(bromomethyl)-1,3-benzothiazole), Cl (HCl), CCOC(=O)C (EtOAc). Run in CN(C=O)C (N,N-Dimethylformamide), O (H2O). Reaction conditions: time 40 minute. Yields the product S1C(=NC2=C1C=CC=C2)CN2N=C(C(=C(C2=O)C(=O)NCC(=O)O)O)C(C)C (N-{[2-(1,3-Benzothiazol-2-ylmethyl)-5-hydroxy-6-(1-methylethyl)-3-oxo-2,3-dihydro-4-pyridazinyl]carbonyl}glycine). The yield is 31.0%. As a reaction SMILES: [S:1]1[C:5]2[CH:6]=[CH:7][CH:8]=[CH:9][C:4]=2[N:3]=[C:2]1[CH2:10][N:11]1[C:16](=[O:17])[C:15]([C:18](OCC)=[O:19])=[C:14]([OH:23])[C:13]([CH:24]([CH3:26])[CH3:25])=[N:12]1.[H-].[Na+].BrCC1SC2C=CC=CC=2[N:35]=1.Cl.CC[O:43][C:44]([CH3:46])=[O:45]>CN(C)C=O.O>[S:1]1[C:5]2[CH:6]=[CH:7][CH:8]=[CH:9][C:4]=2[N:3]=[C:2]1[CH2:10][N:11]1[C:16](=[O:17])[C:15]([C:18]([NH:35][CH2:46][C:44]([OH:43])=[O:45])=[O:19])=[C:14]([OH:23])[C:13]([CH:24]([CH3:26])[CH3:25])=[N:12]1 |f:1.2|. Reported procedure: Ethyl 2-(1,3-benzothiazol-2-ylmethyl)-5-hydroxy-6-(1-methylethyl)-3-oxo-2,3-dihydro-4-pyridazinecarboxylate. Sodium hydride (53 mg, 1.326 mmol) was added to a solution of the compound from example 14a) (120 mg, 0.530 mmol) in N,N-Dimethylformamide (DMF) (3 ml) at 0° C. The reaction was brought to room temperature and stirred for 40 minutes. The temperature was then reduced to 0° C. and 2-(bromomethyl)-1,3-benzothiazole (112 mg, 0.491 mmol) was added. The reaction was brought to room temperature ... Starting materials: BrC=1C=C2C=3CCCC(C3NC2=CC1)N (6-bromo-2,3,4,9-tetrahydro-1H-carbazol-1-amine), CS(=O)(=O)Cl (methane sulfonyl chloride). The product is BrC=1C=C2C=3CCCC(C3NC2=CC1)NS(=O)(=O)C (N-(6-Bromo-2,3,4,9-tetrahydro-1H-carbazol-1-yl)methanesulfonamide), solid. Yield: 57.0%. As a reaction SMILES: [Br:1][C:2]1[CH:3]=[C:4]2[C:12](=[CH:13][CH:14]=1)[NH:11][C:10]1[CH:9]([NH2:15])[CH2:8][CH2:7][CH2:6][C:5]2=1.[CH3:16][S:17](Cl)(=[O:19])=[O:18]>>[Br:1][C:2]1[CH:3]=[C:4]2[C:12](=[CH:13][CH:14]=1)[NH:11][C:10]1[CH:9]([NH:15][S:17]([CH3:16])(=[O:19])=[O:18])[CH2:8][CH2:7][CH2:6][C:5]2=1. Reported procedure: N-(6-Bromo-2,3,4,9-tetrahydro-1H-carbazol-1-yl)methanesulfonamide was prepared from 6-bromo-2,3,4,9-tetrahydro-1H-carbazol-1-amine and methane sulfonyl chloride to give a tan solid (57% yield). 1H-NMR (CDCl3): δ 8.71 (s, 1H), 7.60 (m, 1H), 7.26 (m, 1H), 7.20 (d, 1H), 4.71A4.59 (m, 2H), 3.07 (s, 3H), 2.67 (m, 2H), 2.22 (m, 1H), 2.00-1.78 (m, 3H); MS m/z 343 (M−1). The reactants are C(C)OC(CCC1(OC2=C(CC1)C=CC(=C2CCC)OC(C)=O)C)=O (racemic-7-acetoxy-3,4-dihydro-2-methyl-8-n-propyl-2H-1-benzopyran-2-propanoic acid ethyl ester), B(F)(F)F.CCOCC (boron trifluoride etherate). Run in CCOCC (ether), C(C)(=O)O (acetic acid). Run at temperature 105 celsius, time 24 hour. The product is C(C)(=O)C=1C(=C(C2=C(CCC(O2)(CCC(=O)O)C)C1)CCC)O (racemic-6-acetyl-3,4-dihydro-7-hydroxy-2-methyl-8-n-propyl-2H-1-benzopyran-2-propanoic acid). Isolated yield 72.1%. Reaction SMILES: C([O:3][C:4](=[O:25])[CH2:5][CH2:6][C:7]1([CH3:24])[CH2:12][CH2:11][C:10]2[CH:13]=[CH:14][C:15]([O:20]C(=O)C)=[C:16]([CH2:17][CH2:18][CH3:19])[C:9]=2[O:8]1)C.B(F)(F)F.[CH3:30][CH2:31][O:32]CC>C(O)(=O)C.CCOCC>[C:31]([C:14]1[C:15]([OH:20])=[C:16]([CH2:17][CH2:18][CH3:19])[C:9]2[O:8][C:7]([CH3:24])([CH2:6][CH2:5][C:4]([OH:3])=[O:25])[CH2:12][CH2:11][C:10]=2[CH:13]=1)(=[O:32])[CH3:30] |f:1.2|. Reported procedure: To a stirred solution of 276 mg of racemic-7-acetoxy-3,4-dihydro-2-methyl-8-n-propyl-2H-1-benzopyran-2-propanoic acid ethyl ester in 2 ml of glacial acetic acid was added 0.21 ml of boron trifluoride etherate, at room temperature. The mixture was stirred at 105° C. for 24 hours then cooled and diluted with ether. The ether solution was washed with water and brine and processed in the usual manner given 298 mg of a yellow-brown oil. This material was chromatographed on 30 g of silica gel. Elution...